Dataset: the Open Reaction Database (ORD), a public repository of structured organic reaction records. Task: describe an organic reaction: reactants, conditions, products, and yield The reactants are [BH4-].[Na+] (sodium borohydride), O (water), C(C)(=O)OCC (ethyl acetate), O=C(CCC(=O)OCC(C)C)CCCCCC (isobutyl 4-oxodecanoate). The solvent is C(C)O (ethanol). Run at temperature 25 celsius, time 10 minute. Yields the product CCCCCCC1CCC(=O)O1 (γ-decalactone). As a reaction SMILES: O=[C:2]([CH2:12][CH2:13][CH2:14][CH2:15][CH2:16][CH3:17])[CH2:3][CH2:4][C:5]([O:7]CC(C)C)=[O:6].[BH4-].[Na+].O.C(OCC)(=O)C>C(O)C>[CH3:17][CH2:16][CH2:15][CH2:14][CH2:13][CH2:12][CH:2]1[O:7][C:5](=[O:6])[CH2:4][CH2:3]1 |f:1.2|. Procedure: In 200 ml of 99.5% ethanol, was dissolved 24.2 g (0.10 mol) of isobutyl 4-oxodecanoate. Thereto was added 4.2 g (0.11 mol) of sodium borohydride in small quantities, and then the mixture was stirred for 10 minutes at 25° C. The solution was poured into 1 L of water, and 1 L of ethyl acetate was further added thereto followed by stirring to thereby extract the product into the ethyl acetate phase. Ethyl acetate was distilled off followed by vacuum distillation, yielding γ-decalactone (a compound ... Reactants: O[C@H](CO)C1=CC(=NC(=N1)C1=CC=C(C=C1)OC1=CC=C(C=C1)F)C(=O)N[C@H](C(=O)OC)C ((S)-methyl 2-(6-((S)-1,2-dihydroxyethyl)-2-(4-(4-fluorophenoxy)phenyl)pyrimidine-4-carboxamido)propanoate), O[Li].O (LiOH.H2O), O[Li].O (LiOH.H2O). Solvent: C1CCOC1.O (THF water). The product is O[C@H](CO)C1=CC(=NC(=N1)C1=CC=C(C=C1)OC1=CC=C(C=C1)F)C(=O)N[C@H](C(=O)O)C ((S)-2-(6-((S)-1,2-dihydroxyethyl)-2-(4-(4-fluorophenoxy)phenyl)pyrimidine-4-carboxamido) propanoic acid). Reaction SMILES: [OH:1][C@@H:2]([C:5]1[N:10]=[C:9]([C:11]2[CH:16]=[CH:15][C:14]([O:17][C:18]3[CH:23]=[CH:22][C:21]([F:24])=[CH:20][CH:19]=3)=[CH:13][CH:12]=2)[N:8]=[C:7]([C:25]([NH:27][C@@H:28]([CH3:33])[C:29]([O:31]C)=[O:30])=[O:26])[CH:6]=1)[CH2:3][OH:4].O[Li].O>C1COCC1.O>[OH:1][C@@H:2]([C:5]1[N:10]=[C:9]([C:11]2[CH:12]=[CH:13][C:14]([O:17][C:18]3[CH:23]=[CH:22][C:21]([F:24])=[CH:20][CH:19]=3)=[CH:15][CH:16]=2)[N:8]=[C:7]([C:25]([NH:27][C@@H:28]([CH3:33])[C:29]([OH:31])=[O:30])=[O:26])[CH:6]=1)[CH2:3][OH:4] |f:1.2,3.4|. Procedure: To a solution of (S)-methyl 2-(6-((S)-1,2-dihydroxyethyl)-2-(4-(4-fluorophenoxy)phenyl)pyrimidine-4-carboxamido)propanoate (0.100 g, 0.22 mmol) in 5:1 THF/water (5 mL) was added LiOH.H2O (0.009 g, 0.21 mmol). After stirring overnight additional LiOH.H2O (0.001 g, 0.02 mmol) was added. After 5 hours the reaction was evaporated in vacuo. To the residue was added 5 mL water and 0.22 mL 1N HCl. The resulting precipitate was filtered off, washed with water, and dried under vacuum. The solid was tritu... Starting materials: O=C(Cl)c1ccccc1, COc1ccccc1-c1csc(N)n1, c1ccncc1. Yields the product COc1ccccc1-c1csc(NC(=O)c2ccccc2)n1. As a reaction SMILES: [C:15]([c:16]1[cH:17][cH:18][cH:19][cH:20][cH:21]1)(=[O:22])[Cl:23].[CH3:1][O:2][c:3]1[c:4](-[c:9]2[n:10][c:11]([NH2:14])[s:12][cH:13]2)[cH:5][cH:6][cH:7][cH:8]1.[cH:24]1[cH:25][cH:26][n:27][cH:28][cH:29]1>>[CH3:1][O:2][c:3]1[c:4](-[c:9]2[n:10][c:11]([NH:14][C:15]([c:16]3[cH:17][cH:18][cH:19][cH:20][cH:21]3)=[O:22])[s:12][cH:13]2)[cH:5][cH:6][cH:7][cH:8]1. The reactants are ClC=1N=NC=C(C1Cl)N1CCN(CC1)C (3,4-Dichloro-5-(4-methylpiperazin-1-yl)pyridazine), O.NN (hydrazine monohydrate). The solvent is CCOCC (ether). Run at temperature 100 celsius, time 10 minute. The product is ClC1=C(N=NC=C1N1CCN(CC1)C)NN ([4-chloro-5-(4-methylpiperazin-1-yl)pyridazin-3-yl]hydrazine), powder. The yield is 32.0%. Reaction SMILES: Cl[C:2]1[N:3]=[N:4][CH:5]=[C:6]([N:9]2[CH2:14][CH2:13][N:12]([CH3:15])[CH2:11][CH2:10]2)[C:7]=1[Cl:8].O.[NH2:17][NH2:18]>CCOCC>[Cl:8][C:7]1[C:6]([N:9]2[CH2:14][CH2:13][N:12]([CH3:15])[CH2:11][CH2:10]2)=[CH:5][N:4]=[N:3][C:2]=1[NH:17][NH2:18] |f:1.2|. Procedure: 3,4-Dichloro-5-(4-methylpiperazin-1-yl)pyridazine (500 mg, 2.023 mmol) was placed in a microwave tube and hydrazine monohydrate (1.772 g, 1.717 mL, 35.40 mmol) was added. The resulting suspension was stirred at 100° C. for ˜10 mins. The brown reaction mixture was allowed to cool to RT, whereupon solid started to precipitate. The suspension was sonicated and the suspended solid was collected by filtration. This material was dissolved in water, basified with saturated NaHCO3 and partitioned with 1... The reactants are CC(C)=O, COCCC(=O)Nc1cccc(CO)c1. The product is COCCC(=O)Nc1cccc(C=O)c1. RXN SMILES: [CH3:16][C:17](=[O:18])[CH3:19].[OH:1][CH2:2][c:3]1[cH:4][c:5]([NH:9][C:10]([CH2:11][CH2:12][O:13][CH3:14])=[O:15])[cH:6][cH:7][cH:8]1>>[O:1]=[CH:2][c:3]1[cH:4][c:5]([NH:9][C:10]([CH2:11][CH2:12][O:13][CH3:14])=[O:15])[cH:6][cH:7][cH:8]1. The reactants are ClC=1C=C2C(=NC1)NC=C2C2=NC=C(C(=N2)N[C@@H]2CN(CCC2)C(=O)OC(C)(C)C)F (tert-butyl (3S)-3-[[2-(5-chloro-1H-pyrrolo[5,4-b]pyridin-3-yl)-5-fluoro-pyrimidin-4-yl]amino]piperidine-1-carboxylate), ClC=1C=C2C(=NC1)NC=C2C2=NC=C(C(=N2)N[C@@H]2CN(CCC2)C(=O)OC(C)(C)C)F (tert-butyl (3S)-3-[[2-(5-chloro-1H-pyrrolo[5,4-b]pyridin-3-yl)-5-fluoro-pyrimidin-4-yl]amino]piperidine-1-carboxylate), Cl.CC(C)O (propan-2-ol hydrochloride). Solvent: C(C)(C)O (isopropanol). Run at temperature 80 celsius, time 3 hour. The product is ClC=1C=C2C(=NC1)NC=C2C2=NC=C(C(=N2)N[C@@H]2CNCCC2)F ((S)-2-(5-chloro-1H-pyrrolo[2,3-b]pyridin-3-yl)-5-fluoro-N-(piperidin-3-yl)pyrimidin-4-amine). Reaction SMILES: [Cl:1][C:2]1[CH:3]=[C:4]2[C:10]([C:11]3[N:16]=[C:15]([NH:17][C@H:18]4[CH2:23][CH2:22][CH2:21][N:20](C(OC(C)(C)C)=O)[CH2:19]4)[C:14]([F:31])=[CH:13][N:12]=3)=[CH:9][NH:8][C:5]2=[N:6][CH:7]=1.Cl.CC(O)C>C(O)(C)C>[Cl:1][C:2]1[CH:3]=[C:4]2[C:10]([C:11]3[N:16]=[C:15]([NH:17][C@H:18]4[CH2:23][CH2:22][CH2:21][NH:20][CH2:19]4)[C:14]([F:31])=[CH:13][N:12]=3)=[CH:9][NH:8][C:5]2=[N:6][CH:7]=1 |f:1.2|. Reported procedure: To a suspension of tert-butyl (3S)-3-[[2-(5-chloro-1H-pyrrolo[5,4-b]pyridin-3-yl)-5-fluoro-pyrimidin-4-yl]amino]piperidine-1-carboxylate, 2b, (0.45 g, 1.01 mmol) in isopropanol (3 mL) was added propan-2-ol hydrochloride (1.5 mL of 5M solution, 7.500 mmol). The reaction mixture was warmed to 80° C. and stirred for 3 hours. The mixture was cooled to room temperature and all volatiles were removed at reduced pressure. The resulting crude product, 5b, was used without further purification. Starting materials: NC1=C(C=C2C(C(=CN3C(CCC1=C23)C)C(=O)O)=O)Cl (8-amino-9-chloro-6,7-dihydro-5-methyl-1-oxo-1H,5H-benzo[ij]quinolizine-2-carboxylic acid), C(C)(=O)OC(C)=O (acetic anhydride). Product: C(C)(=O)NC1=C(C=C2C(C(=CN3C(CCC1=C23)C)C(=O)O)=O)Cl (8-acetamido-9-chloro-6,7-dihydro-5-methyl-1-oxo-1H,5H-benzo[ij]quinolizine-2-carboxylic acid). RXN SMILES: [NH2:1][C:2]1[C:13]2=[C:14]3[N:9]([CH:10]([CH3:15])[CH2:11][CH2:12]2)[CH:8]=[C:7]([C:16]([OH:18])=[O:17])[C:6](=[O:19])[C:5]3=[CH:4][C:3]=1[Cl:20].[C:21](OC(=O)C)(=[O:23])[CH3:22]>>[C:21]([NH:1][C:2]1[C:13]2=[C:14]3[N:9]([CH:10]([CH3:15])[CH2:11][CH2:12]2)[CH:8]=[C:7]([C:16]([OH:18])=[O:17])[C:6](=[O:19])[C:5]3=[CH:4][C:3]=1[Cl:20])(=[O:23])[CH3:22]. Reported procedure: Using the method of Example 49, 8-amino-9-chloro-6,7-dihydro-5-methyl-1-oxo-1H,5H-benzo[ij]quinolizine-2-carboxylic acid is reacted with acetic anhydride to provide 8-acetamido-9-chloro-6,7-dihydro-5-methyl-1-oxo-1H,5H-benzo[ij]quinolizine-2-carboxylic acid, m.p. 234°-236° C. Reactants: C(C)(C)(C)OC(NC1=C(C=C(C(=C1)NCC(C)C)Cl)N)=O ((2-amino-4-chloro-5-isobutylamino-phenyl)-carbamic acid tert-butyl ester), C(C)(C)(C)OC(CC(=O)C1=CC(=CC=C1)N1C=NC=C1)=O (3-(3-imidazol-1-yl-phenyl)-3-oxo-propionic acid tert-butyl ester). Yields the product C(C)(C)(C)OC(NC1=C(C=C(C(=C1)NCC(C)C)Cl)NC(CC(=O)C1=CC(=CC=C1)N1C=NC=C1)=O)=O ({4-Chloro-2-[3-(3-imidazol-1-yl-phenyl)-3-oxo-propionylamino]-5-isobutylamino-phenyl}-carbamic acid tert-butyl ester), foam. Isolated yield 63.0%. Reaction SMILES: [C:1]([O:5][C:6](=[O:21])[NH:7][C:8]1[CH:13]=[C:12]([NH:14][CH2:15][CH:16]([CH3:18])[CH3:17])[C:11]([Cl:19])=[CH:10][C:9]=1[NH2:20])([CH3:4])([CH3:3])[CH3:2].C([O:26][C:27](=O)[CH2:28][C:29]([C:31]1[CH:36]=[CH:35][CH:34]=[C:33]([N:37]2[CH:41]=[CH:40][N:39]=[CH:38]2)[CH:32]=1)=[O:30])(C)(C)C>>[C:1]([O:5][C:6](=[O:21])[NH:7][C:8]1[CH:13]=[C:12]([NH:14][CH2:15][CH:16]([CH3:17])[CH3:18])[C:11]([Cl:19])=[CH:10][C:9]=1[NH:20][C:27](=[O:26])[CH2:28][C:29]([C:31]1[CH:36]=[CH:35][CH:34]=[C:33]([N:37]2[CH:41]=[CH:40][N:39]=[CH:38]2)[CH:32]=1)=[O:30])([CH3:3])([CH3:2])[CH3:4]. Procedure: The title compound was prepared from (2-amino-4-chloro-5-isobutylamino-phenyl)-carbamic acid tert-butyl ester (Example J34) (313 mg, 1.0 mmol) and 3-(3-imidazol-1-yl-phenyl)-3-oxo-propionic acid tert-butyl ester (Example K26) (286 mg, 1.0 mmol) according to the general procedure M. Obtained as a light yellow foam (330 mg, 63%). Reactants: CCOC(=O)C(Cc1ccc(O)cc1)OCC, COc1ccc(C(=CCO)c2ccc(OC)cc2)cc1, c1ccc(P(c2ccccc2)c2ccccc2)cc1. Product: CCOC(=O)C(Cc1ccc(OCC=C(c2ccc(OC)cc2)c2ccc(OC)cc2)cc1)OCC. Reaction SMILES: [CH2:40]([CH3:41])[O:42][C:43]([CH:44]([CH2:45][c:46]1[cH:47][cH:48][c:49]([OH:52])[cH:50][cH:51]1)[O:53][CH2:54][CH3:55])=[O:56].[CH3:1][O:2][c:3]1[cH:4][cH:5][c:6]([C:9](=[CH:10][CH2:11][OH:12])[c:13]2[cH:14][cH:15][c:16]([O:19][CH3:20])[cH:17][cH:18]2)[cH:7][cH:8]1.[c:21]1([P:22]([c:23]2[cH:24][cH:25][cH:26][cH:27][cH:28]2)[c:29]2[cH:30][cH:31][cH:32][cH:33][cH:34]2)[cH:35][cH:36][cH:37][cH:38][cH:39]1>>[CH3:1][O:2][c:3]1[cH:4][cH:5][c:6]([C:9](=[CH:10][CH2:11][O:12][c:49]2[cH:48][cH:47][c:46]([CH2:45][CH:44]([C:43]([O:42][CH2:40][CH3:41])=[O:56])[O:53][CH2:54][CH3:55])[cH:51][cH:50]2)[c:13]2[cH:14][cH:15][c:16]([O:19][CH3:20])[cH:17][cH:18]2)[cH:7][cH:8]1. The reactants are COC(=O)C1N(C2=CC=C(C=C2C1)OCC1=CC=CC=C1)C([C@H](CC)NC(=O)OC(C)(C)C)=O (1-(N-t-butoxycarbonyl-2(S)-aminobutyryl)-5-benzyloxyindoline-2(R/S)-carboxylic acid methylester), O (water), [OH-].[Na+] (sodium hydroxide), ClCCl (dichloromethane). Run in CO (methanol). Yields the product C(C)(C)(C)OC(=O)N[C@H](C(=O)N1C(CC2=CC(=CC=C12)OCC1=CC=CC=C1)C(=O)O)CC (1-(N-t-Butoxycarbonyl-2(S)-aminobutyryl)-5-benzyloxyindoline-2(R/S)-carboxylic acid). Reaction SMILES: C[O:2][C:3]([CH:5]1[CH2:13][C:12]2[C:7](=[CH:8][CH:9]=[C:10]([O:14][CH2:15][C:16]3[CH:21]=[CH:20][CH:19]=[CH:18][CH:17]=3)[CH:11]=2)[N:6]1[C:22](=[O:34])[C@@H:23]([NH:26][C:27]([O:29][C:30]([CH3:33])([CH3:32])[CH3:31])=[O:28])[CH2:24][CH3:25])=[O:4].O.[OH-].[Na+].ClCCl>CO>[C:30]([O:29][C:27]([NH:26][C@@H:23]([CH2:24][CH3:25])[C:22]([N:6]1[C:7]2[C:12](=[CH:11][C:10]([O:14][CH2:15][C:16]3[CH:17]=[CH:18][CH:19]=[CH:20][CH:21]=3)=[CH:9][CH:8]=2)[CH2:13][CH:5]1[C:3]([OH:4])=[O:2])=[O:34])=[O:28])([CH3:33])([CH3:32])[CH3:31] |f:2.3|. Procedure details: To a solution of 1-(N-t-butoxycarbonyl-2(S)-aminobutyryl)-5-benzyloxyindoline-2(R/S)-carboxylic acid methylester (2.75 g, 5.76 mmol) in methanol (20 mL), was added the water solution of sodium hydroxide (0.46 g, 11.52 mmol) under nitrogen at 10-15° C. The solution was stirred at room temperature for fourteen hours, then poured into dichloromethane and washed with potassium hydrogen sulphate solution, water. The organic layer was separated and dried over magnesium sulphate, solvent removal gave a...